Dataset: the Open Reaction Database (ORD), a public repository of structured organic reaction records. Task: describe an organic reaction: reactants, conditions, products, and yield The reactants are [Ca] (calcium), C(C)(C)(C)C=1C=C(CP(OCC)([O-])=O)C=C(C1O)C(C)(C)C (monoethyl 3,5-di-t-butyl-4-hydroxy-benzylphosphonate). Product: C(C)(C)(C)C=1C=C(CC2=C(C(=C(C(=C2C)CC2=CC(=C(C(=C2)C(C)(C)C)O)C(C)(C)C)C)CC2=CC(=C(C(=C2)C(C)(C)C)O)C(C)(C)C)C)C=C(C1O)C(C)(C)C (1,3,5-tri (3,5-di-t-butyl-4-hydroxybenzyl) -2,4,6-tri-methylbenzene). As a reaction SMILES: [Ca].[C:2]([C:6]1[CH:7]=[C:8]([CH:16]=[C:17]([C:20]([CH3:23])([CH3:22])[CH3:21])[C:18]=1[OH:19])[CH2:9]P(=O)([O-])OCC)([CH3:5])([CH3:4])[CH3:3]>>[C:20]([C:17]1[CH:16]=[C:8]([CH:7]=[C:6]([C:2]([CH3:5])([CH3:4])[CH3:3])[C:18]=1[OH:19])[CH2:9][C:7]1[C:8]([CH3:9])=[C:16]([CH2:9][C:8]2[CH:7]=[C:6]([C:2]([CH3:5])([CH3:4])[CH3:3])[C:18]([OH:19])=[C:17]([C:20]([CH3:22])([CH3:23])[CH3:21])[CH:16]=2)[C:17]([CH3:20])=[C:18]([CH2:9][C:8]2[CH:16]=[C:17]([C:20]([CH3:21])([CH3:22])[CH3:23])[C:18]([OH:19])=[C:6]([C:2]([CH3:5])([CH3:4])[CH3:3])[CH:7]=2)[C:6]=1[CH3:2])([CH3:22])([CH3:23])[CH3:21]. Procedure: calcium salt of monoethyl 3,5-di-t-butyl-4-hydroxy-benzylphosphonate. Starting materials: [N+](=O)([O-])C=1C=CC2=C(N(CCCO2)C(C)=O)C1 (1-(2-Nitro-7,8-dihydro-6H-5-oxa-9-aza-benzocyclohepten-9-yl)-ethanone). The reagents and catalysts are [Pd] (Palladium on Carbon). The solvent is C(C)O (Ethanol). Product: NC=1C=CC2=C(N(CCCO2)C(C)=O)C1 (1-(2-Amino-7,8-dihydro-6H-5-oxa-9-aza-benzocyclohepten-9-yl)-ethanone). Isolated yield 99.2%. As a reaction SMILES: [N+:1]([C:4]1[CH:5]=[CH:6][C:7]2[O:13][CH2:12][CH2:11][CH2:10][N:9]([C:14](=[O:16])[CH3:15])[C:8]=2[CH:17]=1)([O-])=O>[Pd].C(O)C>[NH2:1][C:4]1[CH:5]=[CH:6][C:7]2[O:13][CH2:12][CH2:11][CH2:10][N:9]([C:14](=[O:16])[CH3:15])[C:8]=2[CH:17]=1. Procedure details: 1-(2-Nitro-7,8-dihydro-6H-5-oxa-9-aza-benzocyclohepten-9-yl)-ethanone (0.520 g, 2.20 mmol) and 10% Palladium on Carbon (50% Wet) (0.12 g) in Ethanol (40 mL) was shaken under an atmosphere of Hydrogen (30 psi) overnight. The mixture was filtered and washed with ethanol (100 mL). Conc. in vacuo afforded 1-(2-Amino-7,8-dihydro-6H-5-oxa-9-aza-benzocyclohepten-9-yl)-ethanone (450 mg, 99%). 1H-NMR (CDCl3): 6.94 (d, 1H, J=8.1 Hz), 6.32 (d, 1H, J=8.1 Hz), 6.56 (s, 1H), 4.78 (m, 1H), 4.36 (m, 1H), 3.58 (... The reactants are COC(=O)C1=CC=C(C=C1)C1=CC=C(C=C1)Br (4′-Bromo-biphenyl-4-carboxylic acid methyl ester), [Al].[Li].[H-] (Lithiumaluminum hydride). Run in O1CCCC1 (tetrahydrofuran). Reaction conditions: temperature 0 celsius, time 1 hour. The product is BrC1=CC=C(C=C1)C1=CC=C(C=C1)CO ((4′-Bromo-biphenyl-4-yl)-methanol). Reaction SMILES: C[O:2][C:3]([C:5]1[CH:10]=[CH:9][C:8]([C:11]2[CH:16]=[CH:15][C:14]([Br:17])=[CH:13][CH:12]=2)=[CH:7][CH:6]=1)=O.[Al].[Li].[H-]>O1CCCC1>[Br:17][C:14]1[CH:13]=[CH:12][C:11]([C:8]2[CH:9]=[CH:10][C:5]([CH2:3][OH:2])=[CH:6][CH:7]=2)=[CH:16][CH:15]=1 |f:1.2.3,^1:18|. Procedure details: A solution of 4′-Bromo-biphenyl-4-carboxylic acid methyl ester, 7.8 g (27.9 mmol) in 150 mL of tetrahydrofuran was cooled to 0° C. via ice-water bath. Lithiumaluminum-hydride, 1.1 g (27.9 mmol) was added to the solution in one portion. The reaction mixture stirred at 0° C. for 1 h. The mixture was slowly quenched with 10 mL of isopropyl alcohol, then with 10 mL of water. The aqueous mixture was extracted with 3×50 mL portions of ethyl acetate. The organic layers were combined, washed with sat. a... Starting materials: CO, Nc1nc(Cl)cc(C(F)(F)F)n1, Cl, Nc1ccc(Cc2ccnc3[nH]ccc23)c(F)c1, [Na+], [OH-], O. The product is Nc1nc(Nc2ccc(Cc3ccnc4[nH]ccc34)c(F)c2)cc(C(F)(F)F)n1. RXN SMILES: [CH3:33][OH:34].[Cl:19][c:20]1[n:21][c:22]([NH2:30])[n:23][c:24]([C:26]([F:27])([F:28])[F:29])[cH:25]1.[ClH:36].[F:1][c:2]1[cH:3][c:4]([NH2:5])[cH:6][cH:7][c:8]1[CH2:9][c:10]1[c:11]2[c:12]([n:13][cH:14][cH:15]1)[nH:16][cH:17][cH:18]2.[Na+:32].[OH-:31].[OH2:35]>>[F:1][c:2]1[cH:3][c:4]([NH:5][c:20]2[n:21][c:22]([NH2:30])[n:23][c:24]([C:26]([F:27])([F:28])[F:29])[cH:25]2)[cH:6][cH:7][c:8]1[CH2:9][c:10]1[c:11]2[c:12]([n:13][cH:14][cH:15]1)[nH:16][cH:17][cH:18]2.